Task: describe an organic reaction: reactants, conditions, products, and yield. Dataset: the Open Reaction Database (ORD), a public repository of structured organic reaction records The reactants are C1(=CC=CC=C1)[C@H](C)NC1=NC=CC(=N1)N1C=NC2=C1C=CC(=C2)N=[N+]=[N-] (2-[(S)-1-phenylethylamino]-4-[5-azidobenzimidazol-1-yl]pyrimidine), C(C)OC(C=C(NC)NC)=O (ethyl-3,3-dimethylaminoacrylate). Solvent: O1CCOCC1 (1,4-dioxane). Run at temperature 90 celsius, time 48 hour. The product is C1(=CC=CC=C1)[C@H](C)NC1=NC=CC(=N1)N1C=NC2=C1C=CC(=C2)N2N=NC(=C2)C(=O)OCC (2-[(S)-1-Phenylethylamino]-4-[5-(4-ethoxycarbonyltriazol-1-yl)benzimidazol-1-yl]pyrimidine). As a reaction SMILES: [C:1]1([C@@H:7]([NH:9][C:10]2[N:15]=[C:14]([N:16]3[C:20]4[CH:21]=[CH:22][C:23]([N:25]=[N+:26]=[N-:27])=[CH:24][C:19]=4[N:18]=[CH:17]3)[CH:13]=[CH:12][N:11]=2)[CH3:8])[CH:6]=[CH:5][CH:4]=[CH:3][CH:2]=1.[CH2:28]([O:30][C:31](=[O:38])[CH:32]=[C:33](NC)NC)[CH3:29]>O1CCOCC1>[C:1]1([C@@H:7]([NH:9][C:10]2[N:15]=[C:14]([N:16]3[C:20]4[CH:21]=[CH:22][C:23]([N:25]5[CH:33]=[C:32]([C:31]([O:30][CH2:28][CH3:29])=[O:38])[N:27]=[N:26]5)=[CH:24][C:19]=4[N:18]=[CH:17]3)[CH:13]=[CH:12][N:11]=2)[CH3:8])[CH:2]=[CH:3][CH:4]=[CH:5][CH:6]=1. Procedure details: A solution containing 12.5 mg of 2-[(S)-1-phenylethylamino]-4-[5-azidobenzimidazol-1-yl]pyrimidine and about 100 μL ethyl-3,3-dimethylaminoacrylate in 2 mL 1,4-dioxane was stirred at 90° C. for 48 hours. The solution was concentrated under reduced pressure. The residue was purified by flash chromatography eluting with methanol in methylene chloride to give 6.0 mg of the title compound. RF: 0.4 (5% MeOH in CH2Cl2). 1H NMR (500 MHz, 1:1 CD3OD/CDCl3): δ 1.42 (t, J=7.1 Hz, 3H), 1.59 (d, J=7.1 Hz, 3H... Starting materials: C12(CC3CC(CC(C1)C3)C2)C=2C=C(C(=O)SC3=CC=C(C(=O)O)C=C3)C=CC2OC (4-[3-(1-adamantyl)4-methoxybenzoylthio] benzoic acid), C1(CCCCC1)NC1CCCCC1 (dicyclohexylamine), S(=O)(Cl)Cl (thionylchloride). Run in ClCCl (dichloromethane). Conditions: time 1 hour. Product: C12(CC3CC(CC(C1)C3)C2)C=2C=C(C(=O)SC3=CC=C(C(=O)Cl)C=C3)C=CC2OC (4-[3-(1-adamantyl)-4-methoxybenzoylthio] benzoic acid chloride). Yield: 100.0%. As a reaction SMILES: [C:1]12([C:11]3[CH:12]=[C:13]([CH:26]=[CH:27][C:28]=3[O:29][CH3:30])[C:14]([S:16][C:17]3[CH:25]=[CH:24][C:20]([C:21](O)=[O:22])=[CH:19][CH:18]=3)=[O:15])[CH2:10][CH:5]3[CH2:6][CH:7]([CH2:9][CH:3]([CH2:4]3)[CH2:2]1)[CH2:8]2.C1(NC2CCCCC2)CCCCC1.S(Cl)([Cl:46])=O>ClCCl>[C:1]12([C:11]3[CH:12]=[C:13]([CH:26]=[CH:27][C:28]=3[O:29][CH3:30])[C:14]([S:16][C:17]3[CH:25]=[CH:24][C:20]([C:21]([Cl:46])=[O:22])=[CH:19][CH:18]=3)=[O:15])[CH2:10][CH:5]3[CH2:6][CH:7]([CH2:9][CH:3]([CH2:4]3)[CH2:2]1)[CH2:8]2. Reported procedure: Into a round bottom flask there are introduced 3.80 g (9 mmoles) of 4-[3-(1-adamantyl)4-methoxybenzoylthio] benzoic acid, 40 ml of dichloromethane and 1.8 ml (9 mmoles) of dicyclohexylamine. The reaction mixture is stirred for one hour. To the resulting solution 720 μl (9.9 mmoles) of thionylchloride are added and the mixture is stirred at ambient temperature for 2 hours. It is then evaporated to dryness, and taken up in 500 ml of ethyl ether. The dicyclohexylammonium chloride is filtered and th... Starting materials: 1,1 bis-(diphenylphosphino)-ferrocene, C([O-])(O)=O.[Na+] (sodium bicarbonate), O (water), BrC1=C(N=C(S1)NC(C)=O)C (N-(5-bromo-4-methylthiazol-2-yl)acetamide), C(=O)C1=CC=C(O1)B(O)O (5-formylfuran-2-ylboronic acid). Reagents/catalysts: [Pd](Cl)Cl (palladium dichloride). The solvent is CN1CCCC1=O (NMP). Yields the product C(=O)C1=CC=C(O1)C1=C(N=C(S1)NC(C)=O)C (N-(5-(5-formylfuran-2-yl)-4-methylthiazol-2-yl)acetamide). The yield is 37.6%. RXN SMILES: Br[C:2]1[S:6][C:5]([NH:7][C:8](=[O:10])[CH3:9])=[N:4][C:3]=1[CH3:11].[CH:12]([C:14]1[O:18][C:17](B(O)O)=[CH:16][CH:15]=1)=[O:13].C(=O)(O)[O-].[Na+].O>CN1C(=O)CCC1.[Pd](Cl)Cl>[CH:12]([C:14]1[O:18][C:17]([C:2]2[S:6][C:5]([NH:7][C:8](=[O:10])[CH3:9])=[N:4][C:3]=2[CH3:11])=[CH:16][CH:15]=1)=[O:13] |f:2.3|. Procedure: To a solution of 3.0 g of N-(5-bromo-4-methylthiazol-2-yl)acetamide in 50 mL of NMP was added 3.0 g of 5-formylfuran-2-ylboronic acid. To the stirred solution was then added 300 mg of 1,1 bis-(diphenylphosphino)-ferrocene) palladium dichloride followed by 10 mL of saturated sodium bicarbonate. The resulting biphasic mixture was irradiated at 150° C. in a microwave for 20 min. The resulting mixture was poured into 200 mL of water and filtered. The filtrate was extracted with ether and the ether l...